From a dataset of the Open Reaction Database (ORD), a public repository of structured organic reaction records. describe an organic reaction: reactants, conditions, products, and yield Reactants: COC(=O)CBr, CCO, CCN(C(C)C)C(C)C, FC(F)(F)c1cccc(CN(CCCOc2cccc(N3CCNCC3)n2)CC(c2ccccc2)c2ccccc2)c1Cl, Cl. The product is COC(=O)CN1CCN(c2cccc(OCCCN(Cc3cccc(C(F)(F)F)c3Cl)CC(c3ccccc3)c3ccccc3)n2)CC1. Reaction SMILES: [Br:45][CH2:46][C:47](=[O:48])[O:49][CH3:50].[CH3:60][CH2:61][OH:62].[CH:51]([N:52]([CH:53]([CH3:54])[CH3:55])[CH2:56][CH3:57])([CH3:58])[CH3:59].[Cl:2][c:3]1[c:4]([CH2:5][N:6]([CH2:7][CH2:8][CH2:9][O:10][c:11]2[n:12][c:13]([N:17]3[CH2:18][CH2:19][NH:20][CH2:21][CH2:22]3)[cH:14][cH:15][cH:16]2)[CH2:23][CH:24]([c:25]2[cH:26][cH:27][cH:28][cH:29][cH:30]2)[c:31]2[cH:32][cH:33][cH:34][cH:35][cH:36]2)[cH:37][cH:38][cH:39][c:40]1[C:41]([F:42])([F:43])[F:44].[ClH:1]>>[Cl:2][c:3]1[c:4]([CH2:5][N:6]([CH2:7][CH2:8][CH2:9][O:10][c:11]2[n:12][c:13]([N:17]3[CH2:18][CH2:19][N:20]([CH2:46][C:47](=[O:48])[O:49][CH3:50])[CH2:21][CH2:22]3)[cH:14][cH:15][cH:16]2)[CH2:23][CH:24]([c:25]2[cH:26][cH:27][cH:28][cH:29][cH:30]2)[c:31]2[cH:32][cH:33][cH:34][cH:35][cH:36]2)[cH:37][cH:38][cH:39][c:40]1[C:41]([F:42])([F:43])[F:44]. Reactants: CCO, NC1CCC(N)CC1, O=[N+]([O-])c1ccc(Cl)nc1. The product is NC1CCC(Nc2ccc([N+](=O)[O-])cn2)CC1. As a reaction SMILES: [CH3:19][CH2:20][OH:21].[CH:11]1([NH2:18])[CH2:12][CH2:13][CH:14]([NH2:17])[CH2:15][CH2:16]1.[N+:1](=[O:2])([O-:3])[c:4]1[cH:5][cH:6][c:7]([Cl:10])[n:8][cH:9]1>>[N+:1](=[O:2])([O-:3])[c:4]1[cH:5][cH:6][c:7]([NH:17][CH:14]2[CH2:13][CH2:12][CH:11]([NH2:18])[CH2:16][CH2:15]2)[n:8][cH:9]1. Starting materials: saturated solution, yellow resin, [BH4-].[Na+] (sodium borohydride), C1(=CC=CC=C1)C1=C(C=C2N1CCN=C2C)C2=CC=CC=C2 (3,4-Dihydro-6,7-diphenyl-1-methylpyrrolo[1,2-a]pyrazine), C(\C=C\C(=O)O)(=O)O (fumaric acid). The solvent is C(C)O (ethanol), C(C)O (ethanol), CO (methanol), O (water). Yields the product C(\C=C\C(=O)O)(=O)O.C1(=CC=CC=C1)C1=C(C=C2N1CCNC2C)C2=CC=CC=C2 (6,7-diphenyl-1,2,3,4-tetrahydro-1-methylpyrrolo[1,2-a]pyrazine fumarate). The yield is 86.0%. Reaction SMILES: [C:1]1([C:7]2[N:11]3[CH2:12][CH2:13][N:14]=[C:15]([CH3:16])[C:10]3=[CH:9][C:8]=2[C:17]2[CH:22]=[CH:21][CH:20]=[CH:19][CH:18]=2)[CH:6]=[CH:5][CH:4]=[CH:3][CH:2]=1.[BH4-].[Na+].[C:25]([OH:32])(=[O:31])/[CH:26]=[CH:27]/[C:28]([OH:30])=[O:29]>CO.O.C(O)C>[C:25]([OH:32])(=[O:31])/[CH:26]=[CH:27]/[C:28]([OH:30])=[O:29].[C:1]1([C:7]2[N:11]3[CH2:12][CH2:13][NH:14][CH:15]([CH3:16])[C:10]3=[CH:9][C:8]=2[C:17]2[CH:22]=[CH:21][CH:20]=[CH:19][CH:18]=2)[CH:6]=[CH:5][CH:4]=[CH:3][CH:2]=1 |f:1.2,7.8|. Reported procedure: 3,4-Dihydro-6,7-diphenyl-1-methylpyrrolo[1,2-a]pyrazine (2.0 g) was dissolved in a mixture of 100 ml of methanol and 10 ml of water under argon. The solution was treated portionwise with 0.8 g of sodium borohydride while stirring and stirred at room temperature overnight. Thereafter, the methanol was removed in a vacuum, the residue was taken up in 150 ml of methylene chloride and washed with 100 ml of 10% ammonia solution. The phases were separated and the aqueous phase was extracted twice with... Reported procedure: Under a nitrogen atmosphere, a mixture of 0.8 gram (0.021 mole) of sodium hydride (60% in mineral oil) in 40 mL of ethanol is stirred for about 15 minutes, and a solution of 2.8 grams (0.021 mole) of ethyl acetoacetate in 5 mL of ethanol is added dropwise. Upon completion of addition, the reaction mixture is stirred at ambient temperature for one hour. After this time a solution of 5.0 grams (0.021 mole) of 1-chloro-3-(2,5-dichlorophenyl)-2-butene in 10 mL of ethanol is added dropwise. Upon comp... Isolated yield 75.2%. Run in C(C)O (ethanol), C(C)O (ethanol), C(C)O (ethanol). Reactants: C(CC(=O)C)(=O)OCC (ethyl acetoacetate), ClCC=C(C)C1=C(C=CC(=C1)Cl)Cl (1-chloro-3-(2,5-dichlorophenyl)-2-butene), [H-].[Na+] (sodium hydride). Reaction SMILES: [H-].[Na+].[C:3]([O:9][CH2:10][CH3:11])(=[O:8])[CH2:4][C:5]([CH3:7])=[O:6].Cl[CH2:13][CH:14]=[C:15]([C:17]1[CH:22]=[C:21]([Cl:23])[CH:20]=[CH:19][C:18]=1[Cl:24])[CH3:16]>C(O)C>[CH3:7][C:5]([CH:4]([CH2:13][CH:14]=[C:15]([C:17]1[CH:22]=[C:21]([Cl:23])[CH:20]=[CH:19][C:18]=1[Cl:24])[CH3:16])[C:3]([O:9][CH2:10][CH3:11])=[O:8])=[O:6] |f:0.1|. The product is CC(=O)C(C(=O)OCC)CC=C(C)C1=C(C=CC(=C1)Cl)Cl (ethyl 2-methylcarbonyl-5-(2,5-dichlorophenyl)-4-hexenoate). Reaction conditions: time 15 minute. Starting materials: Cl (hydrochloric acid), N,N,N',N'-tetramethylene ethylenediamine, CCCCCC (n-hexane), C(CCC)[Li] (C4H9Li), C(CC)[C@@H]1CC[C@H](CC1)C(=C(F)F)F (2-(trans-4-n-propylcyclohexyl)-1,1,2-trifluoroethylene), FC1=CC=C(C=C1)I (4-fluroiodobenzene). Solvent: C(C)OCC (diethyl ether), C(C)OCC (ethyl ether). Run at temperature -78 celsius, time 15 minute. Product: FC1=CC=C(C=C1)/C(=C(\F)/[C@@H]1CC[C@H](CC1)CCC)/F ((E)-1-(4-fluorophenyl)-2-(trans-4-n-propylcyclohexyl)-1,2-difluoroethylene). The yield is 39.9%. Reaction SMILES: [F:1][C:2]1[CH:7]=[CH:6][C:5](I)=[CH:4][CH:3]=1.CCCCCC.C([Li])CCC.[CH2:20]([C@H:23]1[CH2:28][CH2:27][C@H:26]([C:29]([F:33])=[C:30](F)[F:31])[CH2:25][CH2:24]1)[CH2:21][CH3:22].Cl>C(OCC)C>[F:1][C:2]1[CH:7]=[CH:6][C:5](/[C:30](/[F:31])=[C:29](/[C@H:26]2[CH2:27][CH2:28][C@H:23]([CH2:20][CH2:21][CH3:22])[CH2:24][CH2:25]2)\[F:33])=[CH:4][CH:3]=1. Procedure: Into a 300 cc four-necked flask, 5.59 g (25.2 mmol) of 4-fluroiodobenzene and 30 cc of dry ethyl ether were charged and cooled to -78° C. Then, 17 cc (27.8 mmol) of a n-hexane solution of n--C4H9Li (1.63 mol/l) was dropwise added thereto over a period of 15 minutes. Further, the mixture was stirred at -78° C. for one hour. Then, 3.8 cc (25.5 mmol) of N,N,N',N'-tetramethylene ethylenediamine was added thereto. Further, a dry diethyl ether (10 cc) solution containing 1.3 g (6.31 mmol) of 2-(trans-... Reactants: F[B-](F)(F)F, CCN(C(C)C)C(C)C, Cc1noc(CC(=O)c2ccccc2)c1C(=O)O, ClC(Cl)Cl, CN(C)C=O, OC1(c2ccccc2)CCNCC1, CN(C)C(On1nnc2ccccc21)=[N+](C)C. Product: Cc1noc(CC(=O)c2ccccc2)c1C(=O)N1CCC(O)(c2ccccc2)CC1. Reaction SMILES: [B-:1]([F:2])([F:3])([F:4])[F:5].[CH2:41]([N:42]([CH:43]([CH3:44])[CH3:45])[CH:46]([CH3:47])[CH3:48])[CH3:49].[CH3:23][c:24]1[n:25][o:26][c:27]([CH2:32][C:33]([c:34]2[cH:35][cH:36][cH:37][cH:38][cH:39]2)=[O:40])[c:28]1[C:29](=[O:30])[OH:31].[CH:68]([Cl:69])([Cl:70])[Cl:71].[O:63]=[CH:64][N:65]([CH3:66])[CH3:67].[c:50]1([C:56]2([OH:62])[CH2:57][CH2:58][NH:59][CH2:60][CH2:61]2)[cH:51][cH:52][cH:53][cH:54][cH:55]1.[n:6]1([O:7][C:8]([N:9]([CH3:10])[CH3:11])=[N+:12]([CH3:13])[CH3:14])[c:15]2[cH:16][cH:17][cH:18][cH:19][c:20]2[n:21][n:22]1>>[CH3:23][c:24]1[n:25][o:26][c:27]([CH2:32][C:33]([c:34]2[cH:35][cH:36][cH:37][cH:38][cH:39]2)=[O:40])[c:28]1[C:29](=[O:31])[N:59]1[CH2:58][CH2:57][C:56]([c:50]2[cH:51][cH:52][cH:53][cH:54][cH:55]2)([OH:62])[CH2:61][CH2:60]1. Starting materials: [N+](=O)([O-])C=1C(=NNC1)C(=O)O (4-Nitropyrazole-3-carboxylic acid), NC1CCN(CC1)C(=O)OC(C)(C)C (4-amino-1-Boc-piperidine), C(CCl)Cl (EDC), C1=CC2=C(N=C1)N(N=N2)O (HOAt). Run in CN(C)C=O (DMF). Conditions: time 8 hour. Yields the product C(C)(C)(C)OC(=O)N1CCC(CC1)NC(=O)C1=NNC=C1[N+](=O)[O-] (4-[(4-nitro-1H-pyrazole-3-carbonyl)-amino]-piperidine-1-carboxylic acid tert-butyl ester). The yield is 241.9%. As a reaction SMILES: [N+:1]([C:4]1[C:5]([C:9]([OH:11])=O)=[N:6][NH:7][CH:8]=1)([O-:3])=[O:2].[NH2:12][CH:13]1[CH2:18][CH2:17][N:16]([C:19]([O:21][C:22]([CH3:25])([CH3:24])[CH3:23])=[O:20])[CH2:15][CH2:14]1.C(Cl)CCl.C1C=NC2N(O)N=NC=2C=1>CN(C=O)C>[C:22]([O:21][C:19]([N:16]1[CH2:17][CH2:18][CH:13]([NH:12][C:9]([C:5]2[C:4]([N+:1]([O-:3])=[O:2])=[CH:8][NH:7][N:6]=2)=[O:11])[CH2:14][CH2:15]1)=[O:20])([CH3:25])([CH3:23])[CH3:24]. Reported procedure: 4-Nitropyrazole-3-carboxylic acid (7.3 g; 15.9 mmol) was added to a stirred solution of 4-amino-1-Boc-piperidine (10.2 mg; 51 mmol), EDC (10.7 g; 55.8 mmol), and HOAt (55.8 g; 19.1 mmol) in DMF (100 ml), and then stirred at room temperature overnight. The solvent was removed by evaporation under reduced pressure and the residue triturated with water (250 ml). The resultant cream solid was collected by filtration, washed with water then dried under vacuum to give 13.05 g of 4-[(4-nitro-1H-pyrazol... The reactants are C(C)(C)(C)OC(=O)N1N=C(C2=CC=CC=C12)CC1C(N(C2=C(N(C1=O)C(C(N)=O)(C1=CC=CC=C1)C(C)(C)C)C=CC=C2)C2=CC=CC=C2)=O (3-[1-(tert-Butyl-phenyl-carbamoylmethyl)-2,4-dioxo-5-phenyl-2,3,4,5,-tetrahydro-1H-benzo[b][1,4]diazepin-3-ylmethyl]-indazole-1-carboxylic acid tert-butyl ester), Intermediate 65. The solvent is Cl (HCl), O1CCOCC1 (Dioxane). Run at time 1 hour. Product: C(C)(C)(C)N(C(CN1C2=C(N(C(C(C1=O)CC1=NNC3=CC=CC=C13)=O)C1=CC=CC=C1)C=CC=C2)=O)C2=CC=CC=C2 (N-tert-Butyl-2-[3-(1H-indazol-3-ylmethyl)-2,4-dioxo-5-phenyl-2,3,4,5,tetrahydro-benzo[b][1,4]diazepin-1-yl]-N-phenyl-acetamide). The yield is 57.7%. RXN SMILES: C(OC([N:8]1[C:16]2[C:11](=[CH:12][CH:13]=[CH:14][CH:15]=2)[C:10]([CH2:17][CH:18]2[C:24](=[O:25])[N:23]([C:26](C(C)(C)C)(C3C=CC=CC=3)[C:27](=[O:29])[NH2:28])[C:22]3[CH:40]=[CH:41][CH:42]=[CH:43][C:21]=3[N:20]([C:44]3[CH:49]=[CH:48][CH:47]=[CH:46][CH:45]=3)[C:19]2=[O:50])=[N:9]1)=O)(C)(C)C>Cl.O1CCOCC1>[C:18]([N:28]([C:11]1[CH:16]=[CH:15][CH:14]=[CH:13][CH:12]=1)[C:27](=[O:29])[CH2:26][N:23]1[C:24](=[O:25])[CH:18]([CH2:17][C:10]2[C:11]3[C:16](=[CH:15][CH:14]=[CH:13][CH:12]=3)[NH:8][N:9]=2)[C:19](=[O:50])[N:20]([C:44]2[CH:49]=[CH:48][CH:47]=[CH:46][CH:45]=2)[C:40]2[CH:41]=[CH:42][CH:43]=[CH:21][C:22]1=2)([CH3:24])([CH3:19])[CH3:17]. Procedure: 263 mg (0.392 mmol) 3-[1-(tert-Butyl-phenyl-carbamoylmethyl)-2,4-dioxo-5-phenyl-2,3,4,5,-tetrahydro-1H-benzo[b][1,4]diazepin-3-ylmethyl]-indazole-1-carboxylic acid tert-butyl ester, prepared as in Intermediate 65, is dissolved in 3 mL 4N HCl in Dioxane and stirred 1 h at ambient temperature. The solvent is removed in vacuo and the residue taken into EtOAc (50 mL), washed with satd. NaHCO3 (30 mL) and brine (30 mL), dried (MgSO4), filtered and concentrated in vacuo. The crude product is purified ... Reaction SMILES: [CH3:1][C:2]1[N:6]2[CH:7]=[C:8]([N+:11]([O-])=O)[CH:9]=[CH:10][C:5]2=[N:4][C:3]=1[C:14]([O:16][CH3:17])=[O:15].[F:18][C:19]([F:36])([F:35])[C:20]1[CH:25]=[CH:24][C:23]([C:26]2[CH:31]=[CH:30][C:29]([C:32](O)=[O:33])=[CH:28][CH:27]=2)=[CH:22][CH:21]=1>>[CH3:1][C:2]1[N:6]2[CH:7]=[C:8]([NH:11][C:32]([C:29]3[CH:28]=[CH:27][C:26]([C:23]4[CH:24]=[CH:25][C:20]([C:19]([F:18])([F:35])[F:36])=[CH:21][CH:22]=4)=[CH:31][CH:30]=3)=[O:33])[CH:9]=[CH:10][C:5]2=[N:4][C:3]=1[C:14]([O:16][CH3:17])=[O:15]. The product is CC1=C(N=C2N1C=C(C=C2)NC(=O)C2=CC=C(C=C2)C2=CC=C(C=C2)C(F)(F)F)C(=O)OC (methyl 3-methyl-6-({[4′-(trifluoromethyl)[1,1′-biphenyl]-4-yl]-carbonyl}amino)-imidazo[1,2-a]pyridine-2-carboxylate). Starting materials: CC1=C(N=C2N1C=C(C=C2)[N+](=O)[O-])C(=O)OC (methyl 3-methyl-6-nitroimidazo[1,2-a]pyridine-2-carboxylate), FC(C1=CC=C(C=C1)C1=CC=C(C=C1)C(=O)O)(F)F (4′-(trifluoromethyl)[1,1′-biphenyl]-4-carboxylic acid). Procedure details: Operations similar to those of Example 1 were conducted using methyl 3-methyl-6-nitroimidazo[1,2-a]pyridine-2-carboxylate and 4′-(trifluoromethyl)[1,1′-biphenyl]-4-carboxylic acid, to provide methyl 3-methyl-6-({[4′-(trifluoromethyl)[1,1′-biphenyl]-4-yl]-carbonyl}amino)-imidazo[1,2-a]pyridine-2-carboxylate as white solid. Reactants: C(C)OCC (diethyl ether), [OH-].[K+] (potassium hydroxide), CC1C(CCC1=O)=O (2-methylcyclopentane-1,3-dione), CI (Methyl iodide). Yield: 64.0%. Procedure: A solution of potassium hydroxide (15.0 g, 0.27 mol) in water (40 ml) was added to a stirred solution of 2-methylcyclopentane-1,3-dione 1 (25.0 g, 0.22 mol) in 1,4-dioxane (120 ml) at room temperature. Methyl iodide (100 g, 0.70 mol) was then added and the resulting solution was heated under reflux for 15 hours. The mixture was then cooled to room temperature and extracted with ethyl acetate (4×160 ml). The combined extracts were then dried over MgSO4 and evaporated in vacuo. Flash chromatograph... The solvent is CCCCCC (hexane), O (water), O1CCOCC1 (1,4-dioxane). The product is CC1(C(CCC1=O)=O)C (2,2-dimethylcyclopentane-1,3-dione). RXN SMILES: [OH-].[K+].[CH3:3][CH:4]1[C:8](=[O:9])[CH2:7][CH2:6][C:5]1=[O:10].CI.[CH2:13](OCC)C>O.O1CCOCC1.CCCCCC>[CH3:3][C:4]1([CH3:13])[C:8](=[O:9])[CH2:7][CH2:6][C:5]1=[O:10] |f:0.1|.